This data is from the Open Reaction Database (ORD), a public repository of structured organic reaction records. The task is: describe an organic reaction: reactants, conditions, products, and yield Yield: 47.4%. Reactants: C(C)OC(C1CNCCC1)=O ((±) ethylnipecotate), C([O-])([O-])=O.[Na+].[Na+] (sodium carbonate), C(C1=CC=CC=C1)Br (benzylbromide). Procedure: To a stirred mixture of 35.4 g (0.225 mole) of (±) ethylnipecotate and 31.8 g (0.3 mole) of anhydrous sodium carbonate in 300 ml of absolute ethanol was added dropwise 41 g (0.24 mole) of benzylbromide and the mixture was stirred at ambient temperature for 24 hr. The mixture was filtered and the filtrate was concentrated. The residue was partitioned between 250 ml of methylene chloride and 250 ml of a 5% sodium hydroxide solution. The organic layer was washed with brine, dried over sodium sulfat... Solvent: C(C)O (ethanol). Reaction conditions: time 24 hour. Yields the product Br.C(C)OC(=O)C1CN(CCC1)CC1=CC=CC=C1 (1-(Phenylmethyl)-3-piperidinecarboxylic acid ethyl ester hydrobromide). Reaction SMILES: [CH2:1]([O:3][C:4](=[O:11])[CH:5]1[CH2:10][CH2:9][CH2:8][NH:7][CH2:6]1)[CH3:2].C(=O)([O-])[O-].[Na+].[Na+].[CH2:18]([Br:25])[C:19]1[CH:24]=[CH:23][CH:22]=[CH:21][CH:20]=1>C(O)C>[BrH:25].[CH2:1]([O:3][C:4]([CH:5]1[CH2:10][CH2:9][CH2:8][N:7]([CH2:18][C:19]2[CH:24]=[CH:23][CH:22]=[CH:21][CH:20]=2)[CH2:6]1)=[O:11])[CH3:2] |f:1.2.3,6.7|. Reactants: CCOC(=O)CC(c1cccc(F)c1)N1CCC(CCCC2(C)OCCO2)C1=O, CC(C)=O, CCOC(C)=O. The product is CCOC(=O)CC(c1cccc(F)c1)N1CCC(CCCC(C)=O)C1=O. Reaction SMILES: [CH2:1]([CH3:2])[O:3][C:4]([CH2:5][CH:6]([N:7]1[C:8](=[O:21])[CH:9]([CH2:12][CH2:13][CH2:14][C:15]2([CH3:20])[O:16][CH2:19][CH2:18][O:17]2)[CH2:10][CH2:11]1)[c:22]1[cH:23][c:24]([F:28])[cH:25][cH:26][cH:27]1)=[O:29].[CH3:30][C:31](=[O:32])[CH3:33].[CH3:34][CH2:35][O:36][C:37]([CH3:38])=[O:39]>>[CH2:1]([CH3:2])[O:3][C:4]([CH2:5][CH:6]([N:7]1[C:8](=[O:21])[CH:9]([CH2:12][CH2:13][CH2:14][C:15](=[O:16])[CH3:20])[CH2:10][CH2:11]1)[c:22]1[cH:23][c:24]([F:28])[cH:25][cH:26][cH:27]1)=[O:29]. Starting materials: Cc1ccc(CCNC(=O)CCc2ccc(C(F)(F)F)cc2)s1, CC#N, O=P(Cl)(Cl)Cl. Product: Cc1cc2c(s1)CCN=C2CCc1ccc(C(F)(F)F)cc1. RXN SMILES: [CH3:1][c:2]1[cH:3][cH:4][c:5]([CH2:7][CH2:8][NH:9][C:10]([CH2:11][CH2:12][c:13]2[cH:14][cH:15][c:16]([C:19]([F:20])([F:21])[F:22])[cH:17][cH:18]2)=[O:23])[s:6]1.[CH3:29][C:30]#[N:31].[P:24]([Cl:25])([Cl:26])([Cl:27])=[O:28]>>[CH3:1][c:2]1[cH:3][c:4]2[c:5]([s:6]1)[CH2:7][CH2:8][N:9]=[C:10]2[CH2:11][CH2:12][c:13]1[cH:14][cH:15][c:16]([C:19]([F:20])([F:21])[F:22])[cH:17][cH:18]1. The reactants are NC=1C(=CC(=NC1)Br)NC1CN(CCC1)C(=O)OC(C)(C)C (tert-butyl 3-((5-amino-2-bromopyridin-4-yl)amino)piperidine-1-carboxylate), C(OCC)(OCC)OCC (CH(OCH2CH3)3). The product is BrC1=CC2=C(C=N1)N=CN2C2CN(CCC2)C(=O)OC(C)(C)C (tert-butyl 3-(6-bromo-1H-imidazo[4,5-c]pyridin-1-yl)piperidine-1-carboxylate). The yield is 69.9%. As a reaction SMILES: [NH2:1][C:2]1[C:3]([NH:9][CH:10]2[CH2:15][CH2:14][CH2:13][N:12]([C:16]([O:18][C:19]([CH3:22])([CH3:21])[CH3:20])=[O:17])[CH2:11]2)=[CH:4][C:5]([Br:8])=[N:6][CH:7]=1.[CH:23](OCC)(OCC)OCC>>[Br:8][C:5]1[N:6]=[CH:7][C:2]2[N:1]=[CH:23][N:9]([CH:10]3[CH2:15][CH2:14][CH2:13][N:12]([C:16]([O:18][C:19]([CH3:22])([CH3:21])[CH3:20])=[O:17])[CH2:11]3)[C:3]=2[CH:4]=1. Reported procedure: A mixture of tert-butyl 3-((5-amino-2-bromopyridin-4-yl)amino)piperidine-1-carboxylate (1.1 g, 3.0 mmol, 1.0 eq) in CH(OCH2CH3)3 (214 mg, 30 mmol, 10 eq) was refluxed for 40 h. Then the residual CH(OCH2CH3)3 was removed in vacuum and the crude product was purified by silica gel column chromatography with EtOAc in PE (½ v/v) to give the title compound (0.8 g, 70%) as yellow oil. 1H NMR (400 MHz, CDCl3) δ: 8.87 (s, 1H), 8.06 (s, 1H), 7.62 (s, 1H), 4.30-4.28 (m, 2H), 4.02-4.00 (m, 1H), 3.27-3.22 (m...